This data is from the Open Reaction Database (ORD), a public repository of structured organic reaction records. The task is: describe an organic reaction: reactants, conditions, products, and yield Starting materials: C(C)NCCC1=CC=C(C=C1)C1=NN(C=N1)C1=CC=C(C=C1)OC(F)(F)F (N-ethyl-2-(4-(1-(4-(trifluoromethoxy)phenyl)-1H-1,2,4-triazol-3-yl)phenyl)ethanamine), C(C)(C)C1=C(C=C(C=C1)C)N1/C(/SCC1=O)=N/C(OC1=CC=C(C=C1)[N+](=O)[O-])=O ((Z)-4-nitrophenyl (3-(2-isopropyl-5-methylphenyl)-4-oxothiazolidin-2-ylidene)carbamate). The product is C(C)N(C(=O)\N=C\1/SCC(N1C1=C(C=CC(=C1)C)C(C)C)=O)CCC1=CC=C(C=C1)C1=NN(C=N1)C1=CC=C(C=C1)OC(F)(F)F ((Z)-1-ethyl-3-(3-(2-isopropyl-5-methylphenyl)-4-oxothiazolidin-2-ylidene)-1-(4-(1-(4-(trifluoromethoxy)phenyl)-1H-1,2,4-triazol-3-yl)phenethyl)urea), solid. Isolated yield 56.0%. As a reaction SMILES: [CH2:1]([NH:3][CH2:4][CH2:5][C:6]1[CH:11]=[CH:10][C:9]([C:12]2[N:16]=[CH:15][N:14]([C:17]3[CH:22]=[CH:21][C:20]([O:23][C:24]([F:27])([F:26])[F:25])=[CH:19][CH:18]=3)[N:13]=2)=[CH:8][CH:7]=1)[CH3:2].[CH:28]([C:31]1[CH:36]=[CH:35][C:34]([CH3:37])=[CH:33][C:32]=1[N:38]1[C:42](=[O:43])[CH2:41][S:40]/[C:39]/1=[N:44]\[C:45](=O)[O:46]C1C=CC([N+]([O-])=O)=CC=1)([CH3:30])[CH3:29]>>[CH2:1]([N:3]([CH2:4][CH2:5][C:6]1[CH:7]=[CH:8][C:9]([C:12]2[N:16]=[CH:15][N:14]([C:17]3[CH:22]=[CH:21][C:20]([O:23][C:24]([F:26])([F:25])[F:27])=[CH:19][CH:18]=3)[N:13]=2)=[CH:10][CH:11]=1)[C:45](/[N:44]=[C:39]1\[S:40][CH2:41][C:42](=[O:43])[N:38]\1[C:32]1[CH:33]=[C:34]([CH3:37])[CH:35]=[CH:36][C:31]=1[CH:28]([CH3:29])[CH3:30])=[O:46])[CH3:2]. Procedure details: The title compound was prepared as described in Example 95 using N-ethyl-2-(4-(1-(4-(trifluoromethoxy)phenyl)-1H-1,2,4-triazol-3-yl)phenyl)ethanamine (CB25) and (Z)-4-nitrophenyl (3-(2-isopropyl-5-methylphenyl)-4-oxothiazolidin-2-ylidene)carbamate (CA50), purified by flash column chromatography using 0-100% ethyl acetate/B, where B=1:1 dichloromethane/hexanes, as eluent and isolated as a red solid (0.075 g, 56%). The reactants are ONC([C@H](CCSC)NC(CNC(OC(C)(C)C)=O)=O)=O ((S)-tert-butyl 2-(1-(hydroxyamino)-4-(methylthio)-1-oxobutan-2-ylamino)-2-oxoethylcarbamate), Cl (HCl). Run in O1CCOCC1 (dioxane). Conditions: time 1 hour. The product is Cl.NCC(=O)N[C@H](C(=O)NO)CCSC ((S)-2-(2-aminoacetamido)-N-hydroxy-4-(methylthio)butanamide hydrochloride). As a reaction SMILES: [OH:1][NH:2][C:3](=[O:21])[C@@H:4]([NH:9][C:10](=[O:20])[CH2:11][NH:12]C(=O)OC(C)(C)C)[CH2:5][CH2:6][S:7][CH3:8].[ClH:22]>O1CCOCC1>[ClH:22].[NH2:12][CH2:11][C:10]([NH:9][C@@H:4]([CH2:5][CH2:6][S:7][CH3:8])[C:3]([NH:2][OH:1])=[O:21])=[O:20] |f:3.4|. Procedure: To (S)-tert-butyl 2-(1-(hydroxyamino)-4-(methylthio)-1-oxobutan-2-ylamino)-2-oxoethylcarbamate (200 mg, 0.62 mmol) was added 4N HCl in dioxane (1 mL). The mixture was stirred at rt for 1 h, concentrated and triturated with ether to give (S)-2-(2-aminoacetamido)-N-hydroxy-4-(methylthio)butanamide hydrochloride as a white solid after drying under vacuum (0.12 g, 75%). MS calcd for (C7H16N3O3S—H)+: 220.1; MS found: (M+H)+=220.0. Reactants: C(C)(=O)NC1=CC=C2C(=N1)C(=CN2)C2CCN(CC2)C (5-(N-acetylamino)-3-(1-methylpiperidin-4-yl)pyrrolo[3,2-b]pyridine). The solvent is Cl (hydrochloric acid). Product: NC1=CC=C2C(=N1)C(=CN2)C2CCN(CC2)C (5-amino-3-(1-methylpiperidin-4-yl)pyrrolo[3,2-b]pyridine). Yield: 93.4%. RXN SMILES: C([NH:4][C:5]1[N:10]=[C:9]2[C:11]([CH:14]3[CH2:19][CH2:18][N:17]([CH3:20])[CH2:16][CH2:15]3)=[CH:12][NH:13][C:8]2=[CH:7][CH:6]=1)(=O)C>Cl>[NH2:4][C:5]1[N:10]=[C:9]2[C:11]([CH:14]3[CH2:19][CH2:18][N:17]([CH3:20])[CH2:16][CH2:15]3)=[CH:12][NH:13][C:8]2=[CH:7][CH:6]=1. Reported procedure: A mixture of 2.5 gm (9.2 mMol) 5-(N-acetylamino)-3-(1-methylpiperidin-4-yl)pyrrolo[3,2-b]pyridine in 40 mL 2N hydrochloric acid was heated at reflux for 1 hour. The reaction mixture was cooled to room temperature, concentrated under reduced pressure, basified (pH~11) with 2N aqueous sodium hydroxide, concentrated under reduced pressure, and extracted well with 3:1 chloroform:isopropanol. The organic extracts were combined, dried over magnesium sulfate and concentrated under reduced pressure to p... Reactants: C1(=CC=C(C=C1)S(=O)(=O)Cl)C (p-toluenesulfonyl chloride), OCC1(CN(CCO1)C(=O)OC(C)(C)C)C(=O)OC (4-tert-butyl 2-methyl 2-(hydroxymethyl)morpholine-2,4-dicarboxylate), O (water). Run in N1=CC=CC=C1 (pyridine). Reaction conditions: time 15 hour. Product: S(=O)(=O)(C1=CC=C(C)C=C1)OCC1(CN(CCO1)C(=O)OC(C)(C)C)C(=O)OC (4-tert-butyl 2-methyl 2-(tosyloxymethyl)morpholine-2,4-dicarboxylate). Yield: 80.2%. Reaction SMILES: [OH:1][CH2:2][C:3]1([C:16]([O:18][CH3:19])=[O:17])[O:8][CH2:7][CH2:6][N:5]([C:9]([O:11][C:12]([CH3:15])([CH3:14])[CH3:13])=[O:10])[CH2:4]1.[C:20]1([CH3:30])[CH:25]=[CH:24][C:23]([S:26](Cl)(=[O:28])=[O:27])=[CH:22][CH:21]=1.O>N1C=CC=CC=1>[S:26]([O:1][CH2:2][C:3]1([C:16]([O:18][CH3:19])=[O:17])[O:8][CH2:7][CH2:6][N:5]([C:9]([O:11][C:12]([CH3:14])([CH3:15])[CH3:13])=[O:10])[CH2:4]1)([C:23]1[CH:24]=[CH:25][C:20]([CH3:30])=[CH:21][CH:22]=1)(=[O:28])=[O:27]. Procedure: E3 (3.2 g, 11.62 mmol) was dissolved in pyridine (75 mL), p-toluenesulfonyl chloride (2.66 g, 13.95 mmol) was added in 4 portions in ca. 10 minutes and the solution was stirred for 15 h at RT. The reaction mixture was poured into water and extracted twice with EtOAc. The organic layer was washed with 1 N HCl and brine, dried over MgSO4, filtered and concentrated in vacuo. The crude was purified by flash column chromatography (heptane:EtOAc 100:0 to 40:60) yielding the title compound (4.0 g, 80%)... The reactants are FC=1C=C(C=C(C1)OC)C1=NNC2=NC=NC(=C21)N (3-(3-Fluoro-5-methoxyphenyl)-1H-pyrazolo[3,4-d]pyrimidin-4-amine), C([O-])([O-])=O.[K+].[K+] (potassium carbonate), Br.BrC(C)C=1OC(C2=CC=CC=C2C1CN1CCOCC1)=O (3-(1-bromoethyl)-4-(morpholinomethyl)-1H-isochromen-1-one hydrobromide). The solvent is CN(C)C=O (DMF), CN(C)C=O (DMF). Reaction conditions: time 10 minute. Product: NC1=C2C(=NC=N1)N(N=C2C2=CC(=CC(=C2)OC)F)C(C)C=2OC(C1=CC=CC=C1C2CN2CCOCC2)=O (3-(1-(4-amino-3-(3-fluoro-5-methoxyphenyl)-1H-pyrazolo[3,4-d]pyrimidin-1-yl)ethyl)-4-(morpholinomethyl)-1H-isochromen-1-one). Isolated yield 12.5%. As a reaction SMILES: [F:1][C:2]1[CH:3]=[C:4]([C:10]2[C:18]3[C:13](=[N:14][CH:15]=[N:16][C:17]=3[NH2:19])[NH:12][N:11]=2)[CH:5]=[C:6]([O:8][CH3:9])[CH:7]=1.C(=O)([O-])[O-].[K+].[K+].Br.Br[CH:28]([C:30]1[O:31][C:32](=[O:47])[C:33]2[C:38]([C:39]=1[CH2:40][N:41]1[CH2:46][CH2:45][O:44][CH2:43][CH2:42]1)=[CH:37][CH:36]=[CH:35][CH:34]=2)[CH3:29]>CN(C=O)C>[NH2:19][C:17]1[N:16]=[CH:15][N:14]=[C:13]2[N:12]([CH:28]([C:30]3[O:31][C:32](=[O:47])[C:33]4[C:38]([C:39]=3[CH2:40][N:41]3[CH2:42][CH2:43][O:44][CH2:45][CH2:46]3)=[CH:37][CH:36]=[CH:35][CH:34]=4)[CH3:29])[N:11]=[C:10]([C:4]3[CH:5]=[C:6]([O:8][CH3:9])[CH:7]=[C:2]([F:1])[CH:3]=3)[C:18]=12 |f:1.2.3,4.5|. Reported procedure: 3-(3-Fluoro-5-methoxyphenyl)-1H-pyrazolo[3,4-d]pyrimidin-4-amine (intermediate G1, 0.135 g, 0.521 mmol) and potassium carbonate (0.206 g, 1.498 mmol) were mixed in DMF (5 ml) and stirred at r.t. for 10 min. Then a solution of 3-(1-bromoethyl)-4-(morpholinomethyl)-1H-isochromen-1-one hydrobromide (intermediate C48, 0.215 g, 0.496 mmol) in DMF (5 ml) was added and the mixture was heated at 70° C. for 3 hrs. The reaction was quenched by the addition of 1M HCl (2 ml) and the solvent was removed unde... Reactants: [OH-].[Na+] (sodium hydroxide), O.O.O.O.O.O.O.O.O.O.O.O.O.O.O.O.O.O.S(=O)(=O)([O-])[O-].[Al+3].S(=O)(=O)([O-])[O-].S(=O)(=O)([O-])[O-].[Al+3] (aluminum sulfate octadecahydrate), C(C)P(OCCCC)(=O)C (n-butyl ethylmethylphosphinate). Solvent: O (water), O (water). Yields the product C(C)P([O-])(=O)C.[Al+3].C(C)P([O-])(=O)C.C(C)P([O-])(=O)C (aluminum ethylmethylphosphinate). Yield: 190.5%. As a reaction SMILES: [OH-].[Na+].[CH2:3]([P:5]([CH3:12])(=[O:11])[O:6]CCCC)[CH3:4].O.O.O.O.O.O.O.O.O.O.O.O.O.O.O.O.O.O.S([O-])([O-])(=O)=O.[Al+3:36].S([O-])([O-])(=O)=O.S([O-])([O-])(=O)=O.[Al+3]>O>[CH2:3]([P:5]([CH3:12])(=[O:6])[O-:11])[CH3:4].[Al+3:36].[CH2:3]([P:5]([CH3:12])(=[O:6])[O-:11])[CH3:4].[CH2:3]([P:5]([CH3:12])(=[O:6])[O-:11])[CH3:4] |f:0.1,3.4.5.6.7.8.9.10.11.12.13.14.15.16.17.18.19.20.21.22.23.24.25,27.28.29.30|. Procedure details: Under an atmosphere of argon, 312.5 g (2.5 mol) of 32% strength aqueous sodium hydroxide and 156 ml of water are added at 25° C., without interruption and with stirring, to 330.3 g (2.5 mol) of n-butyl ethylmethylphosphinate. The n-butanol/water mixture is distilled off azeotropically at 140° C. (boiling range: from 93 to 96° C.), the reflux ratio being adjusted so that after 2 h 15 min only pure water distils over. The resultant yellowish solution of sodium methylphosphinate is mixed with a fur... Starting materials: ClC1=CC(=C(C#N)C=C1)NC(=O)OCC (4-chloro-2-(ethoxycarbonylamino)benzonitrile), BrCC(=O)C1=CC(=CC=C1)C(F)(F)F (2-bromo-3′-trifluoromethylacetophenone). The product is NC1=C(N(C2=CC(=CC=C12)Cl)C(=O)OCC)C(C1=CC(=CC=C1)C(F)(F)F)=O (3-Amino-6-chloro-1-ethoxycarbonyl-2-(3-trifluoromethylbenzoyl)indole). RXN SMILES: [Cl:1][C:2]1[CH:9]=[CH:8][C:5]([C:6]#[N:7])=[C:4]([NH:10][C:11]([O:13][CH2:14][CH3:15])=[O:12])[CH:3]=1.Br[CH2:17][C:18]([C:20]1[CH:25]=[CH:24][CH:23]=[C:22]([C:26]([F:29])([F:28])[F:27])[CH:21]=1)=[O:19]>>[NH2:7][C:6]1[C:5]2[C:4](=[CH:3][C:2]([Cl:1])=[CH:9][CH:8]=2)[N:10]([C:11]([O:13][CH2:14][CH3:15])=[O:12])[C:17]=1[C:18](=[O:19])[C:20]1[CH:25]=[CH:24][CH:23]=[C:22]([C:26]([F:27])([F:28])[F:29])[CH:21]=1. Reported procedure: The title compound was prepared according to the procedure described in step 2 of Example 1 from 4-chloro-2-(ethoxycarbonylamino)benzonitrile (Example 1, step 1) and 2-bromo-3′-trifluoromethylacetophenone (M. Kihara, M. Kashimoto, and Y. Kobayashi, Tetrahedron, 1992, 48, 67-78). 1H-NMR (CDCl3) δ: 8.25 (1H, d, J=1.8 Hz), 8.03 (1H, br s), 7.89 (1H, br d, J=7.7 Hz), 7.74 (1H, br d, J=8.1 Hz), 7.59-7.54 (2H, m), 7.33 (1H, dd, J=1.8, 8.4 Hz), 5.93 (2H, br s), 3.80 (2H, q, J=7.0 Hz), 0.88 (3H, t, J=7.... The yield is 90.9%. As a reaction SMILES: [CH2:1]([O:3][C:4]([C:6]1[CH:15]=[C:14]([OH:16])[C:13]2[C:8](=[CH:9][CH:10]=[CH:11][CH:12]=2)[C:7]=1[CH2:17][CH2:18][CH2:19][CH3:20])=[O:5])[CH3:2].CI.[C:23](=O)([O-])[O-].[K+].[K+]>CC(C)=O>[CH2:1]([O:3][C:4]([C:6]1[CH:15]=[C:14]([O:16][CH3:23])[C:13]2[C:8](=[CH:9][CH:10]=[CH:11][CH:12]=2)[C:7]=1[CH2:17][CH2:18][CH2:19][CH3:20])=[O:5])[CH3:2] |f:2.3.4|. Reported procedure: 1-Butyl-4-hydroxy-2-naphthalenecarboxylic acid ethyl ester (27 g) was reacted with methyl iodide (17 mL) in acetone (200 mL) containing potassium carbonate (13.8 g) with stirring at room temperature for 24 hours. The crude product obtained after the usual work up was distilled on a Kugelrohr apparatus (135°-138° C.; 0.1 mm) to provide 25.8 g of 1-butyl-4-methoxy-2-naphthalenecarboxylic acid ethyl ester as oil. Anal. Calcd for C18H22O3 : C, 75.50; H, 7.74 Found: C, 75.36; H, 7.84 Run at time 24 hour. Reactants: C(C)OC(=O)C1=C(C2=CC=CC=C2C(=C1)O)CCCC (1-Butyl-4-hydroxy-2-naphthalenecarboxylic acid ethyl ester), CI (methyl iodide), C([O-])([O-])=O.[K+].[K+] (potassium carbonate). Solvent: CC(=O)C (acetone). Product: C(C)OC(=O)C1=C(C2=CC=CC=C2C(=C1)OC)CCCC (1-butyl-4-methoxy-2-naphthalenecarboxylic acid ethyl ester). Starting materials: C=CC(C)C(O[Si](C)(C)C(C)(C)C)C(C)=CCOCc1ccc(OC)cc1, CC#N, Cl. Product: C=CC(C)C(O)C(C)=CCOCc1ccc(OC)cc1. As a reaction SMILES: [C:2]([Si:3]([CH3:4])([CH3:5])[O:9][CH:10]([C:11](=[CH:12][CH2:13][O:14][CH2:15][c:16]1[cH:17][cH:18][c:19]([O:22][CH3:23])[cH:20][cH:21]1)[CH3:24])[CH:25]([CH:26]=[CH2:27])[CH3:28])([CH3:6])([CH3:7])[CH3:8].[CH3:29][C:30]#[N:31].[ClH:1]>>[OH:9][CH:10]([C:11](=[CH:12][CH2:13][O:14][CH2:15][c:16]1[cH:17][cH:18][c:19]([O:22][CH3:23])[cH:20][cH:21]1)[CH3:24])[CH:25]([CH:26]=[CH2:27])[CH3:28].